The task is: describe an organic reaction: reactants, conditions, products, and yield. This data is from the Open Reaction Database (ORD), a public repository of structured organic reaction records. The reactants are Cc1nc2ccccc2n1C1CC2CCC(C1)N2CCC(CNS(=O)(=O)c1cccc(C#N)c1)c1ccccc1, CC(C)=O, [K+], [K+], NC(N)=O, O=C([O-])[O-], O, OO. The product is Cc1nc2ccccc2n1C1CC2CCC(C1)N2CCC(CNS(=O)(=O)c1cccc(C(N)=O)c1)c1ccccc1. RXN SMILES: [C:1](#[N:2])[c:3]1[cH:4][c:5]([S:9](=[O:10])(=[O:11])[NH:12][CH2:13][CH:14]([CH2:15][CH2:16][N:17]2[CH:18]3[CH2:19][CH:20]([n:25]4[c:26]([CH3:34])[n:27][c:28]5[c:29]4[cH:30][cH:31][cH:32][cH:33]5)[CH2:21][CH:22]2[CH2:23][CH2:24]3)[c:35]2[cH:36][cH:37][cH:38][cH:39][cH:40]2)[cH:6][cH:7][cH:8]1.[CH3:53][C:54](=[O:55])[CH3:56].[K+:47].[K+:48].[NH2:43][C:44](=[O:45])[NH2:46].[O-:49][C:50]([O-:51])=[O:52].[OH2:57].[OH:41][OH:42]>>[C:1]([NH2:2])([c:3]1[cH:4][c:5]([S:9](=[O:10])(=[O:11])[NH:12][CH2:13][CH:14]([CH2:15][CH2:16][N:17]2[CH:18]3[CH2:19][CH:20]([n:25]4[c:26]([CH3:34])[n:27][c:28]5[c:29]4[cH:30][cH:31][cH:32][cH:33]5)[CH2:21][CH:22]2[CH2:23][CH2:24]3)[c:35]2[cH:36][cH:37][cH:38][cH:39][cH:40]2)[cH:6][cH:7][cH:8]1)=[O:45]. The reactants are BrCCC=C1c2ccccc2Oc2ccccc21, O=C([O-])[O-], CN(C)C=O, [K+], [K+], CCOC(=O)CCC1CCNCC1, c1ccccc1. Yields the product CCOC(=O)CCC1CCN(CCC=C2c3ccccc3Oc3ccccc32)CC1. As a reaction SMILES: [Br:1][CH2:2][CH2:3][CH:4]=[C:5]1[c:6]2[cH:7][cH:8][cH:9][cH:10][c:11]2[O:12][c:13]2[cH:14][cH:15][cH:16][cH:17][c:18]21.[C:32](=[O:33])([O-:34])[O-:35].[CH3:38][N:39]([CH3:40])[CH:41]=[O:42].[K+:36].[K+:37].[NH:19]1[CH2:20][CH2:21][CH:22]([CH2:25][CH2:26][C:27](=[O:28])[O:29][CH2:30][CH3:31])[CH2:23][CH2:24]1.[cH:43]1[cH:44][cH:45][cH:46][cH:47][cH:48]1>>[CH2:2]([CH2:3][CH:4]=[C:5]1[c:6]2[cH:7][cH:8][cH:9][cH:10][c:11]2[O:12][c:13]2[cH:14][cH:15][cH:16][cH:17][c:18]21)[N:19]1[CH2:20][CH2:21][CH:22]([CH2:25][CH2:26][C:27](=[O:28])[O:29][CH2:30][CH3:31])[CH2:23][CH2:24]1.